This data is from the Open Reaction Database (ORD), a public repository of structured organic reaction records. The task is: describe an organic reaction: reactants, conditions, products, and yield The reactants are NC1[C@@H]2N(C(=C(CS2)CSC2=[N+](C(=CC(=N2)N)N)CC)C(=O)[O-])C1=O (7-amino-3-(4,6-diamino-1-ethylpyrimidinium-2-yl)thiomethyl-3-cephem-4-carboxylate), NC1[C@@H]2N(C(=C(CS2)CSC2=[N+](C(=C(C(=N2)N)C)N)N)C(=O)[O-])C1=O (7-amino-3-(5-methyl-1,4,6-triaminopyrimidinium-2-yl)thiomethyl-3-cephem-4-carboxylate), NC1[C@@H]2N(C(=C(CS2)CSC2=[N+](C(=CC(=N2)N)N)N)C(=O)[O-])C1=O (7-amino-3-(1,4,6-triaminopyrimidinium-2-yl)thiomethyl-3-cephem-4-carboxylate), NC1[C@@H]2N(C(=C(CS2)CSC2=[N+](C(=C(C(=N2)N)C)N)C)C(=O)[O-])C1=O (7-amino-3-(4,6-diamino-1,5-dimethylpyrimidinium-2-yl)thiomethyl-3-cephem-4-carboxylate). Yields the product NC1[C@@H]2N(C(=C(CS2)CSC2=[N+](C(=CC(=N2)N)N)C)C(=O)[O-])C1=O (7-amino-3-(4,6-diamino-1-methyl-pyrimidinium-2-yl)thiomethyl-3-cephem-4-carboxylate). As a reaction SMILES: [NH2:1][CH:2]1[C:24](=[O:25])[N:4]2[C:5]([C:21]([O-:23])=[O:22])=[C:6]([CH2:9][S:10][C:11]3[N:16]=[C:15]([NH2:17])[CH:14]=[C:13]([NH2:18])[N+:12]=3[CH2:19]C)[CH2:7][S:8][C@H:3]12.NC1C(=O)N2C(C([O-])=O)=C(CSC3N=C(N)C=C(N)[N+]=3N)CS[C@H]12.NC1C(=O)N2C(C([O-])=O)=C(CSC3N=C(N)C(C)=C(N)[N+]=3C)CS[C@H]12.NC1C(=O)N2C(C([O-])=O)=C(CSC3N=C(N)C(C)=C(N)[N+]=3N)CS[C@H]12>>[NH2:1][CH:2]1[C:24](=[O:25])[N:4]2[C:5]([C:21]([O-:23])=[O:22])=[C:6]([CH2:9][S:10][C:11]3[N:16]=[C:15]([NH2:17])[CH:14]=[C:13]([NH2:18])[N+:12]=3[CH3:19])[CH2:7][S:8][C@H:3]12. Procedure details: 7-amino-3-(4,6-diamino-1-ethylpyrimidinium-2-yl)thiomethyl-3-cephem-4-carboxylate; 7-amino-3-(1,4,6-triaminopyrimidinium-2-yl)thiomethyl-3-cephem-4-carboxylate; 7-amino-3-(4,6-diamino-1,5-dimethylpyrimidinium-2-yl)thiomethyl-3-cephem-4-carboxylate; and 7-amino-3-(5-methyl-1,4,6-triaminopyrimidinium-2-yl)thiomethyl-3-cephem-4-carboxylate. The reactants are O=CCCCCCC(=O)OC (methyl 7-oxoheptanoate), [Cl-].[NH4+] (ammonium chloride), C(CCC)C1(C=C(C(C1)=O)Cl)O[Si](C)(C)C(C)(C)C (4-butyl-4-t-butyldimethylsilyloxy-2-chloro-2-cyclopentenone), C(C)(C)[N-]C(C)C.[Li+] (lithium diisopropyl amide). The solvent is O1CCCC1 (tetrahydrofuran), O1CCCC1 (tetrahydrofuran). Reaction conditions: temperature -78 celsius. Product: C(CCC)C1(C=C(C(C1C(CCCCCC(=O)OC)O)=O)Cl)O[Si](C)(C)C (4-butyl-2-chloro-5-(1-hydroxy-6-methoxycarbonylhexyl)-4-trimethylsilyloxy-2-cyclopentenone). The yield is 33.0%. RXN SMILES: [CH2:1]([C:5]1([O:12][Si:13]([C:16](C)(C)C)([CH3:15])[CH3:14])[CH2:9][C:8](=[O:10])[C:7]([Cl:11])=[CH:6]1)[CH2:2][CH2:3][CH3:4].C([N-]C(C)C)(C)C.[Li+].[O:28]=[CH:29][CH2:30][CH2:31][CH2:32][CH2:33][CH2:34][C:35]([O:37][CH3:38])=[O:36].[Cl-].[NH4+]>O1CCCC1>[CH2:1]([C:5]1([O:12][Si:13]([CH3:14])([CH3:15])[CH3:16])[CH:9]([CH:29]([OH:28])[CH2:30][CH2:31][CH2:32][CH2:33][CH2:34][C:35]([O:37][CH3:38])=[O:36])[C:8](=[O:10])[C:7]([Cl:11])=[CH:6]1)[CH2:2][CH2:3][CH3:4] |f:1.2,4.5|. Reported procedure: 54 mg of 4-butyl-4-t-butyldimethylsilyloxy-2-chloro-2-cyclopentenone was dissolved in 2 ml of dry tetrahydrofuran, and the solution was cooled to -78° C. With stirring, a lithium diisopropyl amide solution was added. At -78° C., the mixture was stirred for 30 minutes. A solution of 50 mg of methyl 7-oxoheptanoate in 1 ml of dry tetrahydrofuran was added, and the mixed solution was stirred at -78° C. to -50° C. for 1 hour. A saturated aqueous solution of ammonium chloride was added, and the mixtu... Reactants: Cc1ccc(S(=O)(=O)OCC2CN(Cc3ccccc3)CCO2)cc1, ClCCl, O=C(Cl)Oc1ccccc1. The product is Cc1ccc(S(=O)(=O)OCC2CN(C(=O)Oc3ccccc3)CCO2)cc1. RXN SMILES: [CH2:1]([c:2]1[cH:3][cH:4][cH:5][cH:6][cH:7]1)[N:8]1[CH2:9][CH:10]([CH2:14][O:15][S:16](=[O:17])(=[O:18])[c:19]2[cH:20][cH:21][c:22]([CH3:25])[cH:23][cH:24]2)[O:11][CH2:12][CH2:13]1.[Cl:36][CH2:37][Cl:38].[c:26]1([O:32][C:33](=[O:34])[Cl:35])[cH:27][cH:28][cH:29][cH:30][cH:31]1>>[N:8]1([C:33]([O:32][c:26]2[cH:27][cH:28][cH:29][cH:30][cH:31]2)=[O:34])[CH2:9][CH:10]([CH2:14][O:15][S:16](=[O:17])(=[O:18])[c:19]2[cH:20][cH:21][c:22]([CH3:25])[cH:23][cH:24]2)[O:11][CH2:12][CH2:13]1.